This data is from the Open Reaction Database (ORD), a public repository of structured organic reaction records. The task is: describe an organic reaction: reactants, conditions, products, and yield Starting materials: CN(C)Cc1cc(O)ccc1Br, O=C([O-])[O-], BrCc1ccccc1, [K+], [K+], CN(C)C=O. Product: CN(C)Cc1cc(OCc2ccccc2)ccc1Br. Reaction SMILES: [Br:1][c:2]1[c:3]([CH2:9][N:10]([CH3:11])[CH3:12])[cH:4][c:5]([OH:8])[cH:6][cH:7]1.[C:21](=[O:22])([O-:23])[O-:24].[CH2:13]([c:14]1[cH:15][cH:16][cH:17][cH:18][cH:19]1)[Br:20].[K+:25].[K+:26].[O:27]=[CH:28][N:29]([CH3:30])[CH3:31]>>[Br:1][c:2]1[c:3]([CH2:9][N:10]([CH3:11])[CH3:12])[cH:4][c:5]([O:8][CH2:13][c:14]2[cH:15][cH:16][cH:17][cH:18][cH:19]2)[cH:6][cH:7]1.